This data is from the Open Reaction Database (ORD), a public repository of structured organic reaction records. The task is: describe an organic reaction: reactants, conditions, products, and yield Reactants: CC(=O)O, Oc1c(F)cccc1F, O, O=[N+]([O-])O. Yields the product O=[N+]([O-])c1cc(F)c(O)c(F)c1. RXN SMILES: [CH3:15][C:16](=[O:17])[OH:18].[F:1][c:2]1[c:3]([OH:9])[c:4]([F:8])[cH:5][cH:6][cH:7]1.[OH2:14].[OH:10][N+:11]([O-:12])=[O:13]>>[F:1][c:2]1[c:3]([OH:9])[c:4]([F:8])[cH:5][c:6]([N+:11](=[O:10])[O-:12])[cH:7]1. The reactants are CC(=O)N1CCC(N(C(=O)Nc2ncc(SC#N)s2)C2CCC(C)CC2)CC1, ClCCN1CCOCC1, OC(CS)C(O)CS. Yields the product CC(=O)N1CCC(N(C(=O)Nc2ncc(SCCN3CCOCC3)s2)C2CCC(C)CC2)CC1. RXN SMILES: [C:1]([CH3:2])(=[O:3])[N:4]1[CH2:5][CH2:6][CH:7]([N:10]([C:11](=[O:12])[NH:13][c:14]2[s:15][c:16]([S:19][C:20]#[N:21])[cH:17][n:18]2)[CH:22]2[CH2:23][CH2:24][CH:25]([CH3:28])[CH2:26][CH2:27]2)[CH2:8][CH2:9]1.[Cl:37][CH2:38][CH2:39][N:40]1[CH2:41][CH2:42][O:43][CH2:44][CH2:45]1.[SH:29][CH2:30][CH:31]([CH:32]([CH2:33][SH:34])[OH:35])[OH:36]>>[C:1]([CH3:2])(=[O:3])[N:4]1[CH2:5][CH2:6][CH:7]([N:10]([C:11](=[O:12])[NH:13][c:14]2[s:15][c:16]([S:19][CH2:38][CH2:39][N:40]3[CH2:41][CH2:42][O:43][CH2:44][CH2:45]3)[cH:17][n:18]2)[CH:22]2[CH2:23][CH2:24][CH:25]([CH3:28])[CH2:26][CH2:27]2)[CH2:8][CH2:9]1. Reactants: [Al+3], C1CCOC1, [H-], [H-], [H-], [H-], OCC(I)CC(F)(F)C(F)(F)C(F)(F)C(F)(F)C(F)(F)C(F)(F)F, [Li+]. Product: OCCCC(F)(F)C(F)(F)C(F)(F)C(F)(F)C(F)(F)C(F)(F)F. As a reaction SMILES: [Al+3:26].[CH2:31]1[O:32][CH2:33][CH2:34][CH2:35]1.[H-:25].[H-:28].[H-:29].[H-:30].[I:1][CH:2]([CH2:3][OH:4])[CH2:5][C:6]([C:7]([C:8]([C:9]([C:10]([C:11]([F:12])([F:13])[F:14])([F:15])[F:16])([F:17])[F:18])([F:19])[F:20])([F:21])[F:22])([F:23])[F:24].[Li+:27]>>[CH2:2]([CH2:3][OH:4])[CH2:5][C:6]([C:7]([C:8]([C:9]([C:10]([C:11]([F:12])([F:13])[F:14])([F:15])[F:16])([F:17])[F:18])([F:19])[F:20])([F:21])[F:22])([F:23])[F:24]. Reactants: N1C(=CC2=CC=CC=C12)C=O (Indole 2-carboxaldehyde), C(=O)C=P(C1=CC=CC=C1)(C1=CC=CC=C1)C1=CC=CC=C1 ((formylmethylene)triphenylphosphorane). Run in C1(=CC=CC=C1)C (toluene). Product: N1C(=CC2=CC=CC=C12)/C=C/C=O ((E)-3-(2-Indolyl)-2-propenaldehyde). The yield is 62.6%. RXN SMILES: [NH:1]1[C:9]2[C:4](=[CH:5][CH:6]=[CH:7][CH:8]=2)[CH:3]=[C:2]1[CH:10]=O.[CH:12]([CH:14]=P(C1C=CC=CC=1)(C1C=CC=CC=1)C1C=CC=CC=1)=[O:13]>C1(C)C=CC=CC=1>[NH:1]1[C:9]2[C:4](=[CH:5][CH:6]=[CH:7][CH:8]=2)[CH:3]=[C:2]1/[CH:10]=[CH:14]/[CH:12]=[O:13]. Reported procedure: Indole 2-carboxaldehyde (6.72 g, 46.3 mmol) was dissolved in dry toluene (450 ml) and treated with (formylmethylene)triphenylphosphorane (21.3 g, 70 mmol). The reaction mixture was treated under reflux for 4 h, allowed to cool and chromatographed over silica gel using toluene (2×500 ml) and then hexane/EtOAc (3:1) (2×500 ml) as the eluent. Evaporation of the solvent and recrystallization of the residue from toluene yielded 4.96 g (62.6%) of the title compound, m.p.=203-204° C. Starting materials: 37.5, N1C=NC=C1 (1H-imidazole), CS(=O)(=O)OC(C)C1=CC=C(C=C1)[N+](=O)[O-] ([1-(4-nitrophenyl)ethyl] methanesulfonate). The solvent is C(C)#N (acetonitrile). The product is 34.4, [N+](=O)([O-])C1=CC=C(C=C1)C(C)N1C=NC=C1 (1-[1-(4-nitrophenyl)ethyl]-1H-imidazole). The yield is 63.3%. RXN SMILES: [NH:1]1[CH:5]=[CH:4][N:3]=[CH:2]1.CS(O[CH:11]([C:13]1[CH:18]=[CH:17][C:16]([N+:19]([O-:21])=[O:20])=[CH:15][CH:14]=1)[CH3:12])(=O)=O>C(#N)C>[N+:19]([C:16]1[CH:17]=[CH:18][C:13]([CH:11]([N:1]2[CH:5]=[CH:4][N:3]=[CH:2]2)[CH3:12])=[CH:14][CH:15]=1)([O-:21])=[O:20]. Procedure details: (a-2) A mixture of 37.5 parts of 1H-imidazole, 61.3 parts of [1-(4-nitrophenyl)ethyl] methanesulfonate and 200 parts of acetonitrile was stirred and refluxed for 2.50 hours. After cooling, the whole was filtered and the filtrate was evaporated. 150 Parts of water were added and the product was extracted three times with 130 parts of dichloromethane. The combined extracts were dried, filtered and evaporated. The residue was purified by column chromatography over silica gel using a mixture of tric... Reactants: C(C1=CC=CC=C1)OC(=O)NC(=N)N1CCC(CC1)CCOS(=O)(=O)C (1-benzyloxycarbonylamidino-4-mesyloxyethyl piperidine), [N-]=[N+]=[N-].[Na+] (sodium azide), O (water). Run in CN(C=O)C (dimethylformamide). Conditions: temperature 100 celsius. Yields the product N(=[N+]=[N-])CCC1CCN(CC1)C(NC(=O)OCC1=CC=CC=C1)=N (4-Azidoethyl-1-benzyloxycarbonylamidino piperidine). Reaction SMILES: [CH2:1]([O:8][C:9]([NH:11][C:12]([N:14]1[CH2:19][CH2:18][CH:17]([CH2:20][CH2:21]OS(C)(=O)=O)[CH2:16][CH2:15]1)=[NH:13])=[O:10])[C:2]1[CH:7]=[CH:6][CH:5]=[CH:4][CH:3]=1.[N-:27]=[N+:28]=[N-:29].[Na+].O>CN(C)C=O>[N:27]([CH2:21][CH2:20][CH:17]1[CH2:18][CH2:19][N:14]([C:12](=[NH:13])[NH:11][C:9]([O:8][CH2:1][C:2]2[CH:7]=[CH:6][CH:5]=[CH:4][CH:3]=2)=[O:10])[CH2:15][CH2:16]1)=[N+:28]=[N-:29] |f:1.2|. Procedure details: In 100 ml of dimethylformamide was dissolve (0.0115 mol) of crude 1-benzyloxycarbonylamidino-4-mesyloxyethyl piperidine and 4.5 g (0.069 mol) of sodium azide was added. The mixture was heated at 100° C. for 2.5 h. It was then poured into water and extracted with ethyl acetate three times. The combined organic phase was washed with water, dried (Na2SO4) and evaporated. The residue was flash chromatographed on silica gel using ethyl acetate/heptane 1/1 as eluent. Yield: 3.0 g (79%). The reactants are [BH4-], CCCO, O=Cc1ccc(-c2nn(Cc3ccccc3F)c3ccccc23)o1, [Na+], O. The product is OCc1ccc(-c2nn(Cc3ccccc3F)c3ccccc23)o1. Reaction SMILES: [BH4-:25].[CH2:28]([OH:29])[CH2:30][CH3:31].[F:1][c:2]1[c:3]([CH2:4][n:5]2[n:6][c:7](-[c:14]3[o:15][c:16]([CH:19]=[O:20])[cH:17][cH:18]3)[c:8]3[cH:9][cH:10][cH:11][cH:12][c:13]23)[cH:21][cH:22][cH:23][cH:24]1.[Na+:26].[OH2:27]>>[F:1][c:2]1[c:3]([CH2:4][n:5]2[n:6][c:7](-[c:14]3[o:15][c:16]([CH2:19][OH:20])[cH:17][cH:18]3)[c:8]3[cH:9][cH:10][cH:11][cH:12][c:13]23)[cH:21][cH:22][cH:23][cH:24]1. Reactants: NC=1C=CC(=NC1N)N1C[C@@H](CCC1)C(=O)N1CCCC1 ((R)-(1-(5,6-Diaminopyridin-2-yl)piperidin-3-yl)(pyrrolidin-1-yl)methanone), CN1N=CN=C1C1(CC1)C(OCC)=N (ethyl 1-(1-methyl-1H-1,2,4-triazol-5-yl)cyclopropanecarbimidate), [S] (sulfur), C(C)(=O)O (acetic acid). Run in C(C)O (ethanol). Reaction conditions: temperature 80 celsius. The product is CN1N=CN=C1C1(CC1)C1=NC=2C(=NC(=CC2)N2C[C@@H](CCC2)C(=O)N2CCCC2)N1 ((R)-(1-(2-(1-(1-Methyl-1H-1,2,4-triazol-5-yl)cyclopropyl)-3H-imidazo[4,5-b]pyridin-5-yl)piperidin-3-yl)(pyrrolidin-1-yl)methanone). The yield is 18.0%. As a reaction SMILES: [NH2:1][C:2]1[CH:3]=[CH:4][C:5]([N:9]2[CH2:14][CH2:13][CH2:12][C@@H:11]([C:15]([N:17]3[CH2:21][CH2:20][CH2:19][CH2:18]3)=[O:16])[CH2:10]2)=[N:6][C:7]=1[NH2:8].[CH3:22][N:23]1[C:27]([C:28]2([C:31](=N)OCC)[CH2:30][CH2:29]2)=[N:26][CH:25]=[N:24]1.[S].C(O)(=O)C>C(O)C>[CH3:22][N:23]1[C:27]([C:28]2([C:31]3[NH:8][C:7]4=[N:6][C:5]([N:9]5[CH2:14][CH2:13][CH2:12][C@@H:11]([C:15]([N:17]6[CH2:21][CH2:20][CH2:19][CH2:18]6)=[O:16])[CH2:10]5)=[CH:4][CH:3]=[C:2]4[N:1]=3)[CH2:30][CH2:29]2)=[N:26][CH:25]=[N:24]1 |^3:35|. Procedure: (R)-(1-(5,6-Diaminopyridin-2-yl)piperidin-3-yl)(pyrrolidin-1-yl)methanone, prepared during the previous step, was added to a suspension of ethyl 1-(1-methyl-1H-1,2,4-triazol-5-yl)cyclopropanecarbimidate (0.39 g, 2.0 mmol), sulfur (20 mg, 0.31 mmol) and acetic acid (0.96 mL, 15.5 mmol) in ethanol (10 mL) at room temperature. The reaction mixture was heated to 80° C. for 16 h. The mixture was concentrated under reduced pressure and the resulting crude was dissolved in ethyl acetate, washed with wa... Reactants: CC(C)N=C=O, ClCCl, Fc1cc(C2NCCc3ccccc32)ccc1C(F)(F)F. The product is CC(C)NC(=O)N1CCc2ccccc2C1c1ccc(C(F)(F)F)c(F)c1. RXN SMILES: [CH:22]([CH3:23])([CH3:24])[N:25]=[C:26]=[O:27].[Cl:28][CH2:29][Cl:30].[F:1][c:2]1[cH:3][c:4]([CH:12]2[NH:13][CH2:14][CH2:15][c:16]3[cH:17][cH:18][cH:19][cH:20][c:21]32)[cH:5][cH:6][c:7]1[C:8]([F:9])([F:10])[F:11]>>[F:1][c:2]1[cH:3][c:4]([CH:12]2[N:13]([C:26]([NH:25][CH:22]([CH3:23])[CH3:24])=[O:27])[CH2:14][CH2:15][c:16]3[cH:17][cH:18][cH:19][cH:20][c:21]32)[cH:5][cH:6][c:7]1[C:8]([F:9])([F:10])[F:11]. Starting materials: Cl.C1(=CC=CC=C1)N(C(=O)C1=CC2=C(N(C(=N2)CNC2=CC=C(C=C2)C(N)=N)C)C=C1)CCC(=O)OCC (1-methyl-2-[N-(4-amidinophenyl)aminomethyl]benzimidazol-5-yl-carboxylic acid-N-phenyl-N-(2-ethoxycarbonylethyl)amide hydrochloride), ClC(=O)OC (methyl chloroformate), C30H32N6O5. The solvent is ClCCl.C(C)O (dichloromethane ethanol). Product: C1(=CC=CC=C1)N(C(=O)C1=CC2=C(N(C(=N2)CNC2=CC=C(C=C2)C(NC(=O)OC)=N)C)C=C1)CCC(=O)OCC (1-Methyl-2-[N-[4-(N-methoxycarbonylamidino)phenyl]aminomethyl]benzimidazol-5-yl-carboxylic acid-N-phenyl-N-(2-ethoxycarbonylethyl)amide). The yield is 41.0%. RXN SMILES: Cl.[C:2]1([N:8]([CH2:32][CH2:33][C:34]([O:36][CH2:37][CH3:38])=[O:35])[C:9]([C:11]2[CH:31]=[CH:30][C:14]3[N:15]([CH3:29])[C:16]([CH2:18][NH:19][C:20]4[CH:25]=[CH:24][C:23]([C:26](=[NH:28])[NH2:27])=[CH:22][CH:21]=4)=[N:17][C:13]=3[CH:12]=2)=[O:10])[CH:7]=[CH:6][CH:5]=[CH:4][CH:3]=1.Cl[C:40]([O:42][CH3:43])=[O:41]>ClCCl.C(O)C>[C:2]1([N:8]([CH2:32][CH2:33][C:34]([O:36][CH2:37][CH3:38])=[O:35])[C:9]([C:11]2[CH:31]=[CH:30][C:14]3[N:15]([CH3:29])[C:16]([CH2:18][NH:19][C:20]4[CH:25]=[CH:24][C:23]([C:26](=[NH:27])[NH:28][C:40]([O:42][CH3:43])=[O:41])=[CH:22][CH:21]=4)=[N:17][C:13]=3[CH:12]=2)=[O:10])[CH:3]=[CH:4][CH:5]=[CH:6][CH:7]=1 |f:0.1,3.4|. Reported procedure: Prepared analogously to Example 90 from 1-methyl-2-[N-(4-amidinophenyl)aminomethyl]benzimidazol-5-yl-carboxylic acid-N-phenyl-N-(2-ethoxycarbonylethyl)amide hydrochloride and methyl chloroformate. Yield: 41% of theory, C30H32N6O5 (556.6); Rf value: 0.85 (silica gel; dichloromethane/ethanol=4:1); EKA mass spectrum: (M+H)+=557; (M+H+Na)++=290; (M+Na)+=579.